The task is: describe an organic reaction: reactants, conditions, products, and yield. This data is from the Open Reaction Database (ORD), a public repository of structured organic reaction records. Run in C(C)(=O)O (acetic acid). Product: NCC1CN(C1)C=1SC(=C(N1)C)C(=O)OCC (Ethyl 2-[3-(aminomethyl)azetidin-1-yl]-4-methyl-1,3-thiazole-5-carboxylate). RXN SMILES: Br.C(O)(=O)C.C(OC([NH:16][CH2:17][CH:18]1[CH2:21][N:20]([C:22]2[S:23][C:24]([C:28]([O:30][CH2:31][CH3:32])=[O:29])=[C:25]([CH3:27])[N:26]=2)[CH2:19]1)=O)C1C=CC=CC=1.[OH-].[Na+]>C(O)(=O)C>[NH2:16][CH2:17][CH:18]1[CH2:21][N:20]([C:22]2[S:23][C:24]([C:28]([O:30][CH2:31][CH3:32])=[O:29])=[C:25]([CH3:27])[N:26]=2)[CH2:19]1 |f:0.1,3.4|. Run at time 100 minute. Procedure: A 30% hydrogen bromide/acetic acid solution (0.64 mL, 3.29 mmol) was added to a solution of ethyl 2-[3-({[(benzyloxy)carbonyl]amino}methyl)azetidin-1-yl]-4-methyl-1,3-thiazole-5-carboxylate obtained in Example (233b) (128 mg, 0.33 mmol) in acetic acid (1 mL), and the mixture was stirred at room temperature for 100 minutes. A 1 N aqueous sodium hydroxide solution was added to the reaction solution, and the mixture was extracted with ethyl acetate. The combined organic layers were dried over anhyd... The yield is 60.5%. The reactants are Br.C(C)(=O)O (hydrogen bromide acetic acid), C(C1=CC=CC=C1)OC(=O)NCC1CN(C1)C=1SC(=C(N1)C)C(=O)OCC (Ethyl 2-[3-({[(benzyloxy)carbonyl]amino}methyl)azetidin-1-yl]-4-methyl-1,3-thiazole-5-carboxylate), [OH-].[Na+] (sodium hydroxide). Product: C=C(C)C(C(=O)OC)N1C(=O)C(NC(=O)Cc2ccccc2)C1SN1C(=O)CCC1=O. RXN SMILES: [C:1](=[O:2])([OH:3])[CH:4]([C:5](=[CH2:6])[CH3:7])[N:8]1[C:9](=[O:30])[CH:10]([NH:20][C:21]([CH2:22][c:23]2[cH:24][cH:25][cH:26][cH:27][cH:28]2)=[O:29])[CH:11]1[S:12][N:13]1[C:14](=[O:19])[CH2:15][CH2:16][C:17]1=[O:18].[CH3:34][CH2:35][O:36][CH2:37][CH3:38].[N+:31](=[N-:32])=[CH2:33]>>[C:1]([O:2][CH3:33])(=[O:3])[CH:4]([C:5](=[CH2:6])[CH3:7])[N:8]1[C:9](=[O:30])[CH:10]([NH:20][C:21]([CH2:22][c:23]2[cH:24][cH:25][cH:26][cH:27][cH:28]2)=[O:29])[CH:11]1[S:12][N:13]1[C:14](=[O:19])[CH2:15][CH2:16][C:17]1=[O:18]. The reactants are C=C(C)C(C(=O)O)N1C(=O)C(NC(=O)Cc2ccccc2)C1SN1C(=O)CCC1=O, CCOCC, C=[N+]=[N-]. The reactants are CCOC(=O)CCn1ccc(-c2nc(N3CCC(Oc4cc(F)ccc4Br)CC3)no2)n1, CC(=O)O, Cl, C1COCCO1. Product: O=C(O)CCn1ccc(-c2nc(N3CCC(Oc4cc(F)ccc4Br)CC3)no2)n1. RXN SMILES: [Br:1][c:2]1[c:3]([O:4][CH:5]2[CH2:6][CH2:7][N:8]([c:11]3[n:12][o:13][c:14](-[c:16]4[n:17][n:18]([CH2:21][CH2:22][C:23](=[O:24])[O:25][CH2:26][CH3:27])[cH:19][cH:20]4)[n:15]3)[CH2:9][CH2:10]2)[cH:28][c:29]([F:32])[cH:30][cH:31]1.[CH3:33][C:34](=[O:35])[OH:36].[ClH:37].[O:38]1[CH2:39][CH2:40][O:41][CH2:42][CH2:43]1>>[Br:1][c:2]1[c:3]([O:4][CH:5]2[CH2:6][CH2:7][N:8]([c:11]3[n:12][o:13][c:14](-[c:16]4[n:17][n:18]([CH2:21][CH2:22][C:23](=[O:24])[OH:25])[cH:19][cH:20]4)[n:15]3)[CH2:9][CH2:10]2)[cH:28][c:29]([F:32])[cH:30][cH:31]1. The reactants are CCO, [Na+], [OH-], O, CCOC(=O)C(C)c1ccc2c(c1)Cc1cccnc1S2. Product: CC(C(=O)O)c1ccc2c(c1)Cc1cccnc1S2. As a reaction SMILES: [CH3:24][CH2:25][OH:26].[Na+:23].[OH-:22].[OH2:27].[n:1]1[c:2]2[c:3]([cH:4][cH:5][cH:6]1)[CH2:7][c:8]1[c:9]([cH:11][cH:12][c:13]([CH:15]([C:16](=[O:17])[O:18][CH2:19][CH3:20])[CH3:21])[cH:14]1)[S:10]2>>[n:1]1[c:2]2[c:3]([cH:4][cH:5][cH:6]1)[CH2:7][c:8]1[c:9]([cH:11][cH:12][c:13]([CH:15]([C:16](=[O:17])[OH:18])[CH3:21])[cH:14]1)[S:10]2.